From a dataset of the Open Reaction Database (ORD), a public repository of structured organic reaction records. describe an organic reaction: reactants, conditions, products, and yield RXN SMILES: [C:1]1([N:7]2[C:13](=[O:14])[CH2:12][C:11](=[O:15])[NH:10][C:9]3[CH:16]=[CH:17][CH:18]=[CH:19][C:8]2=3)[CH:6]=[CH:5][CH:4]=[CH:3][CH:2]=1.[H-].[Na+].Br[CH2:23][C:24]([N:26]([CH:34]([CH3:36])[CH3:35])[C:27]1[CH:32]=[CH:31][C:30]([CH3:33])=[CH:29][CH:28]=1)=[O:25]>CN(C=O)C>[O:15]=[C:11]1[N:10]([CH2:23][C:24]([N:26]([CH:34]([CH3:36])[CH3:35])[C:27]2[CH:32]=[CH:31][C:30]([CH3:33])=[CH:29][CH:28]=2)=[O:25])[C:9]2[CH:16]=[CH:17][CH:18]=[CH:19][C:8]=2[N:7]([C:1]2[CH:2]=[CH:3][CH:4]=[CH:5][CH:6]=2)[C:13](=[O:14])[CH2:12]1 |f:1.2|. Procedure: To a stirred solution of 700 mg (2.78 mmol) 1-Phenyl-2,3,4,5-tetrahydro-benzo[b][1,4]diazepin-2,4-dione in 15 mL DMF is added 144 mg (3.61 mmol, 1.3 equiv) 60 wt % NaH at ambient temperature and stirred 0.5 h. To this solution is added 750 mg (2.78 mmol, 1.0 equiv) 2-Bromo-N-isopropyl-N-p-tolyl-acetamide, prepared as in Part B, in 1 mL DMF and stirred 18 h at ambient temperature. The solvent is removed in vacuo and the residue taken into 50 mL EtOAc and washed successively with H2O (30 mL), 1N H... The reactants are C1(=CC=CC=C1)N1C2=C(NC(CC1=O)=O)C=CC=C2 (1-Phenyl-2,3,4,5-tetrahydro-benzo[b][1,4]diazepin-2,4-dione), [H-].[Na+] (NaH), BrCC(=O)N(C1=CC=C(C=C1)C)C(C)C (2-Bromo-N-isopropyl-N-p-tolyl-acetamide). Solvent: CN(C)C=O (DMF), CN(C)C=O (DMF). Yields the product O=C1CC(N(C2=C(N1CC(=O)N(C1=CC=C(C=C1)C)C(C)C)C=CC=C2)C2=CC=CC=C2)=O (2-(2,4-Dioxo-5-phenyl-2,3,4,5,-tetrahydro-benzo[b][1,4]diazepin-1-yl)-N-isopropyl-N-p-tolyl-acetamide). Run at time 0.5 hour. The yield is 45.0%. Starting materials: CC(C)Oc1ccc(-c2nc(-c3ccc4c(c3)CN(C(=O)OC(C)(C)C)CCO4)no2)cc1C#N, C1COCCO1, Cl. Yields the product CC(C)Oc1ccc(-c2nc(-c3ccc4c(c3)CNCCO4)no2)cc1C#N, Cl. As a reaction SMILES: [C:1](#[N:2])[c:3]1[cH:4][c:5](-[c:13]2[n:14][c:15](-[c:18]3[cH:19][cH:20][c:21]4[c:22]([cH:35]3)[CH2:23][N:24]([C:28]([O:29][C:30]([CH3:31])([CH3:32])[CH3:33])=[O:34])[CH2:25][CH2:26][O:27]4)[n:16][o:17]2)[cH:6][cH:7][c:8]1[O:9][CH:10]([CH3:11])[CH3:12].[CH2:37]1[O:38][CH2:39][CH2:40][O:41][CH2:42]1.[ClH:36]>>[C:1](#[N:2])[c:3]1[cH:4][c:5](-[c:13]2[n:14][c:15](-[c:18]3[cH:19][cH:20][c:21]4[c:22]([cH:35]3)[CH2:23][NH:24][CH2:25][CH2:26][O:27]4)[n:16][o:17]2)[cH:6][cH:7][c:8]1[O:9][CH:10]([CH3:11])[CH3:12].[ClH:36]. RXN SMILES: C([O:3][P:4]([C:9]1([P:18](=[O:25])([O:22]CC)[O:19]CC)[CH2:13][C:12]([C:14](=[O:17])[CH2:15][CH3:16])=[N:11][NH:10]1)(=[O:8])[O:5]CC)C.Br[Si](C)(C)C>C(Cl)(Cl)Cl>[O:17]=[C:14]([C:12]1[CH2:13][C:9]([P:18](=[O:19])([OH:25])[OH:22])([P:4](=[O:3])([OH:8])[OH:5])[NH:10][N:11]=1)[CH2:15][CH3:16]. Run in C(Cl)(Cl)Cl (chloroform). Starting materials: C(C)OP(OCC)(=O)C1(NN=C(C1)C(CC)=O)P(OCC)(OCC)=O ([2,4-Dihydro-5-(1-oxopropyl)-3H-pyrazol-3-ylidene]bisphosphonic acid tetraethyl ester), Br[Si](C)(C)C (bromotrimethylsilane). Yields the product O=C(CC)C=1CC(NN1)(P(O)(O)=O)P(O)(O)=O ([2,4-Dihydro-5-(1-oxopropyl)-3H-pyrazol-3-ylidene]bisphosphonic acid). Procedure: [2,4-Dihydro-5-(1-oxopropyl)-3H-pyrazol-3-ylidene]bisphosphonic acid tetraethyl ester (III, EXAMPLE 12, 1.56 g) and bromotrimethylsilane (2.6 ml) in chloroform (20 ml) are stirred at 50° for 4 hrs, then concentrated. The concentrate is diluted with water and ethyl acetate, shaken, and the aqueous layer separated and freeze dried to give the title compound, mp 148° foamed, IR (mineral oil mull) 3325, 1597, 1532, 1430, 1189, 1173, 1060, 1019 and 937 cm-1 ; NMR (D2O) 3.40, 2.84 and 1.07 δ. The reactants are BrC=1C=C2C=3CCCC(C3NC2=CC1)N (6-bromo-2,3,4,9-tetrahydro-1H-carbazol-1-amine), C1(=CC=CC=C1)N=C=O (phenyl isocyanate). Solvent: ClCCl (dichloromethane). Run at time 15 hour. Product: BrC=1C=C2C=3CCCC(C3NC2=CC1)NC(=O)NC1=CC=CC=C1 (N-(6-Bromo-2,3,4,9-tetrahydro-1H-carbazol-1-yl)-N′-phenylurea). The yield is 62.0%. RXN SMILES: [Br:1][C:2]1[CH:3]=[C:4]2[C:12](=[CH:13][CH:14]=1)[NH:11][C:10]1[CH:9]([NH2:15])[CH2:8][CH2:7][CH2:6][C:5]2=1.[C:16]1([N:22]=[C:23]=[O:24])[CH:21]=[CH:20][CH:19]=[CH:18][CH:17]=1>ClCCl>[Br:1][C:2]1[CH:3]=[C:4]2[C:12](=[CH:13][CH:14]=1)[NH:11][C:10]1[CH:9]([NH:15][C:23]([NH:22][C:16]3[CH:21]=[CH:20][CH:19]=[CH:18][CH:17]=3)=[O:24])[CH2:8][CH2:7][CH2:6][C:5]2=1. Reported procedure: To a solution of 6-bromo-2,3,4,9-tetrahydro-1H-carbazol-1-amine (50 mg, 0.19 mmol) in dichloromethane (1 mL) was added phenyl isocyanate (23 μL, 0.21 mmol). The mixture was stirred at room temperature 15 hours and the resulting precipitate collected by filtration to give a gray solid (62% yield). 1H-NMR (DMSO-d6): δ 11.01 (s, 1H), 7.60 (d, 1H), 7.45 (m, 2H), 7.33-7.23 (m, 4H), 7.17 (dd, 1H), 6.94 (m, 1H), 6.63 (d, 1H), 5.02 (m, 1H), 2.68 (m, 2H), 2.06 (m, 1H), 1.95-1.70 (m, 3H); MS m/z 384 (M−1)...